Task: describe an organic reaction: reactants, conditions, products, and yield. Dataset: the Open Reaction Database (ORD), a public repository of structured organic reaction records RXN SMILES: [CH3:13][Si:14]([N:15]1[C:16](=[O:20])[CH2:17][CH2:18][CH2:19]1)([CH3:21])[CH3:22].[CH3:23][c:24]1[cH:25][cH:26][cH:27][cH:28][cH:29]1.[Cl:1][C:2](=[O:3])[O:4][c:5]1[cH:6][cH:7][c:8]([O:11][CH3:12])[cH:9][cH:10]1>>[C:2](=[O:3])([O:4][c:5]1[cH:6][cH:7][c:8]([O:11][CH3:12])[cH:9][cH:10]1)[N:15]1[C:16](=[O:20])[CH2:17][CH2:18][CH2:19]1. The product is COc1ccc(OC(=O)N2CCCC2=O)cc1. Reactants: C[Si](C)(C)N1CCCC1=O, Cc1ccccc1, COc1ccc(OC(=O)Cl)cc1. The reactants are C(=O)CN(C(=O)C1CCCCC1)C1=NC=CC=C1 (N-formylmethyl-N-(2-pyridyl)cyclohexanecarboxamide), resultant solution, FC(OC1=C(C=CC=C1)N1CCNCC1)(F)F (1-(2-trifluoromethoxyphenyl)piperaine), C(C)(=O)O[BH-](OC(C)=O)OC(C)=O.[Na+] (sodium triacetoxyborohydride), C(=O)([O-])[O-].[Na+].[Na+] (Na2CO3). The solvent is C(C)(=O)O (acetic acid), ClCCCl (1,2-dichloroethane), O (water). Run at time 4 hour. Yields the product C1(CCCCC1)C(=O)N(CCN1CCN(CC1)C1=C(C=CC=C1)OC(F)(F)F)C1=NC=CC=C1 (1-[N-cyclohexylcarbonyl-N-(2-pyridyl)-2-aminoethyl]-4-(2-trifluoromethoxyphenyl)piperazine). Isolated yield 51.1%. RXN SMILES: [CH:1]([CH2:3][N:4]([C:13]1[CH:18]=[CH:17][CH:16]=[CH:15][N:14]=1)[C:5]([CH:7]1[CH2:12][CH2:11][CH2:10][CH2:9][CH2:8]1)=[O:6])=O.[F:19][C:20]([F:35])([F:34])[O:21][C:22]1[CH:27]=[CH:26][CH:25]=[CH:24][C:23]=1[N:28]1[CH2:33][CH2:32][NH:31][CH2:30][CH2:29]1.C(O[BH-](OC(=O)C)OC(=O)C)(=O)C.[Na+].C([O-])([O-])=O.[Na+].[Na+]>O.ClCCCl.C(O)(=O)C>[CH:7]1([C:5]([N:4]([C:13]2[CH:18]=[CH:17][CH:16]=[CH:15][N:14]=2)[CH2:3][CH2:1][N:31]2[CH2:30][CH2:29][N:28]([C:23]3[CH:24]=[CH:25][CH:26]=[CH:27][C:22]=3[O:21][C:20]([F:34])([F:19])[F:35])[CH2:33][CH2:32]2)=[O:6])[CH2:12][CH2:11][CH2:10][CH2:9][CH2:8]1 |f:2.3,4.5.6|. Procedure details: A mixture comprising 0.459 g of Compound 1B, 0.445 g of 1-(2-trifluoromethoxyphenyl)piperaine (prepared as described by D. Clarke et al, in European Patent EP 711 757, 1996), 0.634 g sodium triacetoxyborohydride, 0.23 mL of glacial acetic acid and 15 mL of 1,2-dichloroethane was stirred for 4 h, under a nitrogen atmosphere. The resultant solution was then kept overnight at room temperature, followed by the addition of 10 mL of water, and alkalinization with a 20% aqueous Na2CO3 solution. This wa... Reactants: OC(CCOCc1ccccc1)COCc1ccccc1, C1CCOC1, O=C1c2ccccc2C(=O)N1O, c1ccc(P(c2ccccc2)c2ccccc2)cc1. Yields the product O=C1c2ccccc2C(=O)N1OC(CCOCc1ccccc1)COCc1ccccc1. As a reaction SMILES: [CH2:1]([c:2]1[cH:3][cH:4][cH:5][cH:6][cH:7]1)[O:8][CH2:9][CH:10]([CH2:11][CH2:12][O:13][CH2:14][c:15]1[cH:16][cH:17][cH:18][cH:19][cH:20]1)[OH:21].[O:53]1[CH2:54][CH2:55][CH2:56][CH2:57]1.[OH:41][N:42]1[C:43](=[O:52])[c:44]2[c:45]([cH:48][cH:49][cH:50][cH:51]2)[C:46]1=[O:47].[c:22]1([P:23]([c:24]2[cH:25][cH:26][cH:27][cH:28][cH:29]2)[c:30]2[cH:31][cH:32][cH:33][cH:34][cH:35]2)[cH:36][cH:37][cH:38][cH:39][cH:40]1>>[CH2:1]([c:2]1[cH:3][cH:4][cH:5][cH:6][cH:7]1)[O:8][CH2:9][CH:10]([CH2:11][CH2:12][O:13][CH2:14][c:15]1[cH:16][cH:17][cH:18][cH:19][cH:20]1)[O:21][N:42]1[C:43](=[O:52])[c:44]2[c:45]([cH:48][cH:49][cH:50][cH:51]2)[C:46]1=[O:47]. The product is COC=1C=C(C=C2CCC(NC12)=O)C(=O)O (8-methoxy-6-carboxy-3,4-dihydrocarbostyril). Isolated yield 99.4%. Procedure details: By using 0.85 g of 8-methoxy-6-ethoxycarbonyl-3,4-dihydrocarbostyril and in the same manner as in Reference Example 10, 0.75 g of 8-methoxy-6-carboxy-3,4-dihydrocarbostyril was obtained as colorless needle-like crystals (recrystallized from methanol). As a reaction SMILES: [CH3:1][O:2][C:3]1[CH:4]=[C:5]([C:14]([O:16]CC)=[O:15])[CH:6]=[C:7]2[C:12]=1[NH:11][C:10](=[O:13])[CH2:9][CH2:8]2>CO>[CH3:1][O:2][C:3]1[CH:4]=[C:5]([C:14]([OH:16])=[O:15])[CH:6]=[C:7]2[C:12]=1[NH:11][C:10](=[O:13])[CH2:9][CH2:8]2. The reactants are COC=1C=C(C=C2CCC(NC12)=O)C(=O)OCC (8-methoxy-6-ethoxycarbonyl-3,4-dihydrocarbostyril). Solvent: CO (methanol).